From a dataset of the Open Reaction Database (ORD), a public repository of structured organic reaction records. describe an organic reaction: reactants, conditions, products, and yield As a reaction SMILES: [CH3:1][c:2]1[cH:3][c:4]2[c:8]([cH:9][cH:10]1)[NH:7][CH:6]1[CH:5]2[CH2:14][N:13]([CH2:15][CH2:16][CH2:17][C:18]([c:19]2[cH:20][cH:21][c:22]([F:25])[cH:23][cH:24]2)=[O:26])[CH2:12][CH2:11]1.[CH:27]([OH:28])=[O:29].[Na+:31].[OH-:30].[OH2:32]>>[CH3:1][c:2]1[cH:3][c:4]2[c:8]([cH:9][cH:10]1)[N:7]([CH3:27])[CH:6]1[CH:5]2[CH2:14][N:13]([CH2:15][CH2:16][CH2:17][C:18]([c:19]2[cH:20][cH:21][c:22]([F:25])[cH:23][cH:24]2)=[O:26])[CH2:12][CH2:11]1. Yields the product Cc1ccc2c(c1)C1CN(CCCC(=O)c3ccc(F)cc3)CCC1N2C. Starting materials: Cc1ccc2c(c1)C1CN(CCCC(=O)c3ccc(F)cc3)CCC1N2, O=CO, [Na+], [OH-], O. Starting materials: NC1[C@@H]2N(C(=C(CS2)C2=C(C(C2=O)=O)C)C(=O)OC(C2=CC=CC=C2)C2=CC=CC=C2)C1=O (diphenylmethyl 7-amino-3-(3,4-dioxo-2-methyl-1-cyclobutenyl)-3-cephem-4-carboxylate), NC=1SC=C(N1)/C(/C(=O)N1N=NN(C1=S)C)=N/OC (1-[2-(2-aminothiazol-4-yl)-(Z)-2-methoxyiminoacetyl]-4-methyltetrazole-5-thione), CN(C=O)C (N,N-dimethylformamide). Run in C(C)(=O)OCC (ethyl acetate), O1CCCC1 (tetrahydrofuran). Reaction conditions: temperature 5 celsius, time 0.25 hour. Product: NC=1SC=C(N1)/C(/C(=O)NC1[C@@H]2N(C(=C(CS2)C2=C(C(C2=O)=O)C)C(=O)OC(C2=CC=CC=C2)C2=CC=CC=C2)C1=O)=N/OC (Diphenylmethyl 7-[2-(2-aminothiazol-4-yl)-(Z)-2-methoxyiminoacetamido]3-(3,4-dioxo-2-methyl-1-cyclobutenyl)-3-cephem-4-carboxylate). Yield: 85.9%. RXN SMILES: [NH2:1][CH:2]1[C:32](=[O:33])[N:4]2[C:5]([C:16]([O:18][CH:19]([C:26]3[CH:31]=[CH:30][CH:29]=[CH:28][CH:27]=3)[C:20]3[CH:25]=[CH:24][CH:23]=[CH:22][CH:21]=3)=[O:17])=[C:6]([C:9]3[C:12](=[O:13])[C:11](=[O:14])[C:10]=3[CH3:15])[CH2:7][S:8][C@H:3]12.[NH2:34][C:35]1[S:36][CH:37]=[C:38](/[C:40](=[N:50]/[O:51][CH3:52])/[C:41](N2C(=S)N(C)N=N2)=[O:42])[N:39]=1.CN(C)C=O>O1CCCC1.C(OCC)(=O)C>[NH2:34][C:35]1[S:36][CH:37]=[C:38](/[C:40](=[N:50]/[O:51][CH3:52])/[C:41]([NH:1][CH:2]2[C:32](=[O:33])[N:4]3[C:5]([C:16]([O:18][CH:19]([C:26]4[CH:27]=[CH:28][CH:29]=[CH:30][CH:31]=4)[C:20]4[CH:21]=[CH:22][CH:23]=[CH:24][CH:25]=4)=[O:17])=[C:6]([C:9]4[C:12](=[O:13])[C:11](=[O:14])[C:10]=4[CH3:15])[CH2:7][S:8][C@H:3]23)=[O:42])[N:39]=1. Procedure: A mixture of diphenylmethyl 7-amino-3-(3,4-dioxo-2-methyl-1-cyclobutenyl)-3-cephem-4-carboxylate (100 mg, 0.217 mmol) and 1-[2-(2-aminothiazol-4-yl)-(Z)-2-methoxyiminoacetyl]-4-methyltetrazole-5-thione (65 mg, 0.217 mmol) in tetrahydrofuran (1 mL) was stirred at 5° C. for 0.25 hr and then for 1 hr at 22° C. when N,N-dimethylformamide (0.05 mL) was added. The solution was diluted with ethyl acetate. The solution was sequentially washed with dilute aqueous NaHCO3 (2×), H2O, and saturated NaCl and ... Reaction SMILES: Cl.[CH3:2][NH:3][OH:4].CC(C)([O-])C.[K+].CS(O[CH2:16][CH2:17][CH2:18][CH2:19][C:20]1[CH:21]=[CH:22][C:23]2[O:29][CH2:28][C:27]3[CH:30]=[CH:31][S:32][C:26]=3[C:25](=[O:33])[C:24]=2[CH:34]=1)(=O)=O>C(O)C>[O:33]=[C:25]1[C:24]2[CH:34]=[C:20]([CH2:19][CH2:18][CH2:17][CH2:16][N:3]([OH:4])[CH3:2])[CH:21]=[CH:22][C:23]=2[O:29][CH2:28][C:27]2[CH:30]=[CH:31][S:32][C:26]1=2 |f:0.1,2.3|. Procedure: To a stirring solution of 4.77 g of N-methylhydroxylamine hydrochloride in 100 ml of absolute ethanol was added 6.38 g of potassium tert-butoxide. To the resulting suspension was added 6.98 g of 4-(4,10-dihydro-10-oxothieno[3,2-c][1]benzoxepin-8-yl)butanol methanesulfonate, and an additional 150 ml of absolute ethanol. The suspension was allowed to reflux for 24 hours and was then cooled to room temperature. The suspension was filtered to remove potassium chloride and the filter cake was washed ... The product is O=C1C2=C(COC3=C1C=C(C=C3)CCCCN(C)O)C=CS2 (4-(4,10-dihydro-10 -oxothieno[3,2-c][1]benzoxepin-8-yl)-N-hydroxy-N-methyl-1-butylamine). The yield is 51.1%. Reactants: Cl.CNO (N-methylhydroxylamine hydrochloride), CC(C)([O-])C.[K+] (potassium tert-butoxide), CS(=O)(=O)OCCCCC=1C=CC2=C(C(C3=C(CO2)C=CS3)=O)C1 (4-(4,10-dihydro-10-oxothieno[3,2-c][1]benzoxepin-8-yl)butanol methanesulfonate). Run in C(C)O (ethanol), C(C)O (ethanol). Starting materials: ClC1=NC=CC=C1[N+](=O)[O-] (2-Chloro-3-nitro-pyridine), C([O-])([O-])=O.[Na+].[Na+] (sodium carbonate), CN(C=O)C (N,N-dimethylformamide), C(C)(C)(C)OC(=O)N1CCC(CC1)N (4-amino-piperidine-1-carboxylic acid tert-butyl ester). The solvent is O (water). Run at temperature 90 celsius. Yields the product [N+](=O)([O-])C=1C(=NC=CC1)NC1CCN(CC1)C(=O)OC(C)(C)C (tert-butyl 4-((3-nitropyridin-2-yl)amino)piperidine-1-carboxylate). Isolated yield 79.3%. RXN SMILES: Cl[C:2]1[C:7]([N+:8]([O-:10])=[O:9])=[CH:6][CH:5]=[CH:4][N:3]=1.CN(C)C=O.[C:16]([O:20][C:21]([N:23]1[CH2:28][CH2:27][CH:26]([NH2:29])[CH2:25][CH2:24]1)=[O:22])([CH3:19])([CH3:18])[CH3:17].C(=O)([O-])[O-].[Na+].[Na+]>O>[N+:8]([C:7]1[C:2]([NH:29][CH:26]2[CH2:25][CH2:24][N:23]([C:21]([O:20][C:16]([CH3:19])([CH3:18])[CH3:17])=[O:22])[CH2:28][CH2:27]2)=[N:3][CH:4]=[CH:5][CH:6]=1)([O-:10])=[O:9] |f:3.4.5|. Reported procedure: 2-Chloro-3-nitro-pyridine (5 g, 33.3 mmol), anhydrous N,N-dimethylformamide (50 mL), 4-amino-piperidine-1-carboxylic acid tert-butyl ester (6.7 g, 33.3 mmol) and anhydrous sodium carbonate (7.1 g, 66.6 mmol) were combined with stirring under nitrogen. The reaction mixture was heated at 90° C. overnight. Then it was poured into water and the resulting yellow solid was filtered off and found to be tert-butyl 4-((3-nitropyridin-2-yl)amino)piperidine-1-carboxylate (8.5 g, 26.4 mmol, 79.4% yield). Reactants: CC=1C=C(C=CC1)NC(NCC(=O)O)=O (2-[3-(3-methylphenyl)ureido]acetic acid), N(C1=CC=CC=C1)C(C(=O)OC(C)(C)C)C1=CC=C(C=C1)Cl (tert-butyl (RS)-2-anilino-2-(4-chlorophenyl)acetate), S(=O)(Cl)Cl (thionyl chloride). Yields the product ClC1=CC=C(C=C1)C(C(=O)OC(C)(C)C)N(C(CNC(=O)NC1=CC(=CC=C1)C)=O)C1=CC=CC=C1 (tertbutyl (RS)-2-(4-chlorophenyl)-2-{2-[3-(3-methylphenyl)ureido]-N-phenylacetamido}acetate). Isolated yield 51.1%. Reaction SMILES: [CH3:1][C:2]1[CH:3]=[C:4]([NH:8][C:9](=[O:15])[NH:10][CH2:11][C:12]([OH:14])=O)[CH:5]=[CH:6][CH:7]=1.[NH:16]([CH:23]([C:31]1[CH:36]=[CH:35][C:34]([Cl:37])=[CH:33][CH:32]=1)[C:24]([O:26][C:27]([CH3:30])([CH3:29])[CH3:28])=[O:25])[C:17]1[CH:22]=[CH:21][CH:20]=[CH:19][CH:18]=1.S(Cl)(Cl)=O>>[Cl:37][C:34]1[CH:33]=[CH:32][C:31]([CH:23]([N:16]([C:17]2[CH:18]=[CH:19][CH:20]=[CH:21][CH:22]=2)[C:12](=[O:14])[CH2:11][NH:10][C:9]([NH:8][C:4]2[CH:5]=[CH:6][CH:7]=[C:2]([CH3:1])[CH:3]=2)=[O:15])[C:24]([O:26][C:27]([CH3:30])([CH3:29])[CH3:28])=[O:25])=[CH:36][CH:35]=1. Procedure: The procedure is as in Example 8, but using 2.1 g of 2-[3-(3-methylphenyl)ureido]acetic acid, 3.18 g of tert-butyl (RS)-2-anilino-2-(4-chlorophenyl)acetate and 0.72 cm3 of thionyl chloride as starting materials. The product obtained is purified by chromatography on 250 g of silica (0.04-0.063 mm) contained in a column 4.2 cm in diameter [eluent: ethyl acetate/cyclohexane (30/70 by volume)], using an excess pressure of 40 kPa of nitrogen and collecting 10-cm3 fractions. Fractions 8 to 17 are comb... The reactants are [N+](=O)([O-])C=1C=C2C(NNC2=CC1)=O (5-Nitro-1,2-dihydro-indazol-3-one), C(=O)([O-])[O-].[K+].[K+] (K2CO3), C(C=C)#N (Acrylonitrile). Run in O (water). Run at temperature 50 celsius, time 8 hour. Product: [N+](=O)([O-])C=1C=C2C(NN(C2=CC1)CCC#N)=O (3-(5-Nitro-3-oxo-2,3-dihydro-indazol-1-yl)-propionitrile). RXN SMILES: [N+:1]([C:4]1[CH:5]=[C:6]2[C:10](=[CH:11][CH:12]=1)[NH:9][NH:8][C:7]2=[O:13])([O-:3])=[O:2].C([O-])([O-])=O.[K+].[K+].[C:20](#[N:23])[CH:21]=[CH2:22]>O>[N+:1]([C:4]1[CH:5]=[C:6]2[C:10](=[CH:11][CH:12]=1)[N:9]([CH2:22][CH2:21][C:20]#[N:23])[NH:8][C:7]2=[O:13])([O-:3])=[O:2] |f:1.2.3|. Reported procedure: 5-Nitro-1,2-dihydro-indazol-3-one (prepared according to Org. Synth. 1949, 29, 54 or Chem Ber. 1942, 75, 1104) (0.6 g) was suspended in water (8 mL) and 2N K2CO3 (aq.) (1.8 g) was added to the flask and the mixture was heated to 50° C. for 10 minutes. Acrylonitrile (0.24 mL) was then added dropwise. The reaction was stirred overnight and was quenched with 2 N HCl (aq.) solution while cooling in an ice bath. The aqueous phase was extracted with EtOAc and the combined phases were washed with brine... Starting materials: C[Si](C)(C)[N-][Si](C)(C)C.[Na+] (Sodium bis(trimethylsilyl)amide), NC1=C(C=NN1C)C#N (5-amino-1-methyl-1H-pyrazole-4-carbonitrile), [N+](=O)([O-])C1=CC=C(C=C1)OC(=O)C1=CC=C(C=2N=C(OC21)CC)OC(F)F (4-difluoromethoxy-2-ethylbenzooxazole-7-carboxylic acid 4-nitrophenyl ester). Solvent: CN(C=O)C (N,N-dimethylformamide). Run at time 90 minute. The product is C(#N)C1=C(N(N=C1)C)NC(=O)C1=CC=C(C=2N=C(OC21)CC)OC(F)F (4-Difluoromethoxy-2-ethylbenzooxazole-7-carboxylic acid (4-cyano-2-methyl-2H-pyrazol-3-yl)-amide). Yield: 26.2%. RXN SMILES: C[Si]([N-][Si](C)(C)C)(C)C.[Na+].[NH2:11][C:12]1[N:16]([CH3:17])[N:15]=[CH:14][C:13]=1[C:18]#[N:19].[N+](C1C=CC([O:29][C:30]([C:32]2[C:40]3[O:39][C:38]([CH2:41][CH3:42])=[N:37][C:36]=3[C:35]([O:43][CH:44]([F:46])[F:45])=[CH:34][CH:33]=2)=O)=CC=1)([O-])=O>CN(C)C=O>[C:18]([C:13]1[CH:14]=[N:15][N:16]([CH3:17])[C:12]=1[NH:11][C:30]([C:32]1[C:40]2[O:39][C:38]([CH2:41][CH3:42])=[N:37][C:36]=2[C:35]([O:43][CH:44]([F:45])[F:46])=[CH:34][CH:33]=1)=[O:29])#[N:19] |f:0.1|. Reported procedure: Sodium bis(trimethylsilyl)amide (0.53 ml) was added to a solution of 5-amino-1-methyl-1H-pyrazole-4-carbonitrile (65 mg) in N,N-dimethylformamide (5 ml) at room temperature under an atmosphere of nitrogen. The mixture was stirred for 10 minutes before addition of 4-difluoromethoxy-2-ethylbenzooxazole-7-carboxylic acid 4-nitrophenyl ester (100 mg), then for 90 minutes. It was quenched with water (1 ml) and the solvent removed in vacuo. Purification by column chromatography on silica eluting with ... The reactants are Br, CC(C)(C)OC(=O)N1CCC(CN2C(=O)C3(COc4cc5c(cc43)C(C)(C)CO5)c3ccccc32)CC1, ClCCl. The product is CC1(C)COc2cc3c(cc21)C1(CO3)C(=O)N(CC2CCNCC2)c2ccccc21. As a reaction SMILES: [BrH:38].[CH3:1][C:2]1([CH3:37])[c:3]2[c:4]([cH:7][c:8]3[c:12]([cH:13]2)[C:11]2([CH2:10][O:9]3)[C:14](=[O:36])[N:15]([CH2:22][CH:23]3[CH2:24][CH2:25][N:26]([C:29]([O:30][C:31]([CH3:32])([CH3:33])[CH3:34])=[O:35])[CH2:27][CH2:28]3)[c:16]3[cH:17][cH:18][cH:19][cH:20][c:21]32)[O:5][CH2:6]1.[Cl:39][CH2:40][Cl:41]>>[CH3:1][C:2]1([CH3:37])[c:3]2[c:4]([cH:7][c:8]3[c:12]([cH:13]2)[C:11]2([CH2:10][O:9]3)[C:14](=[O:36])[N:15]([CH2:22][CH:23]3[CH2:24][CH2:25][NH:26][CH2:27][CH2:28]3)[c:16]3[cH:17][cH:18][cH:19][cH:20][c:21]32)[O:5][CH2:6]1. Conditions: time 5 hour. Yields the product ICCS(=O)(=O)NCC(COC(NCCCCCCCCCCCCCCCCCC)=O)OC (3-(2-iodoethylsulfonylamino)-2-methoxy-1-octadecylcarbamoyloxypropane). Starting materials: COC(COC(NCCCCCCCCCCCCCCCCCC)=O)CNS(=O)(=O)CCOS(=O)(=O)C (2-methoxy-1-octadecylcarbamoyloxy-3-(2-methanesulfonyloxyethylsulfonylamino)propane), [I-].[Na+] (sodium iodide). Reported procedure: To a solution of 200 mg (0.341 mM) of 2-methoxy-1-octadecylcarbamoyloxy-3-(2-methanesulfonyloxyethylsulfonylamino)propane VIa4' in 5 ml of acetone is added 200 mg (1.33 mM) of sodium iodide and the mixture is refluxed with stirring for 5 hours. After the solvent is evaporated, the residue is purified by the column chromatography on silica gel with a n-hexane-ethyl acetate (2:1) mixture as an eluent to give 188 mg (0.296 mM) of 3-(2-iodoethylsulfonylamino)-2-methoxy-1-octadecylcarbamoyloxypropane... Run in CC(=O)C (acetone). Reaction SMILES: [CH3:1][O:2][CH:3]([CH2:27][NH:28][S:29]([CH2:32][CH2:33]OS(C)(=O)=O)(=[O:31])=[O:30])[CH2:4][O:5][C:6](=[O:26])[NH:7][CH2:8][CH2:9][CH2:10][CH2:11][CH2:12][CH2:13][CH2:14][CH2:15][CH2:16][CH2:17][CH2:18][CH2:19][CH2:20][CH2:21][CH2:22][CH2:23][CH2:24][CH3:25].[I-:39].[Na+]>CC(C)=O>[I:39][CH2:33][CH2:32][S:29]([NH:28][CH2:27][CH:3]([O:2][CH3:1])[CH2:4][O:5][C:6](=[O:26])[NH:7][CH2:8][CH2:9][CH2:10][CH2:11][CH2:12][CH2:13][CH2:14][CH2:15][CH2:16][CH2:17][CH2:18][CH2:19][CH2:20][CH2:21][CH2:22][CH2:23][CH2:24][CH3:25])(=[O:31])=[O:30] |f:1.2|. The yield is 89.2%. Reactants: BrC1=Cc2ccccc2C1, C1=C(n2cccc2)Cc2ccccc21, Cc1[nH]c2ccccc2c1C, COCCOC, Cc1ccccc1, [K+], [K+], [K+], CC(=O)[O-], CC(=O)[O-], O=P([O-])([O-])[O-], [Pd+2]. Yields the product Cc1c(C)n(C2=Cc3ccccc3C2)c2ccccc12. Reaction SMILES: [Br:26][C:27]1=[CH:31][c:30]2[c:29]([cH:35][cH:34][cH:33][cH:32]2)[CH2:28]1.[CH2:1]1[C:2]([n:10]2[cH:11][cH:12][cH:13][cH:14]2)=[CH:3][c:4]2[cH:5][cH:6][cH:7][cH:8][c:9]21.[CH3:15][c:16]1[nH:17][c:18]2[cH:19][cH:20][cH:21][cH:22][c:23]2[c:24]1[CH3:25].[CH3:53][O:54][CH2:55][CH2:56][O:57][CH3:58].[CH3:59][c:60]1[cH:61][cH:62][cH:63][cH:64][cH:65]1.[K+:41].[K+:42].[K+:43].[O-:45][C:46]([CH3:47])=[O:48].[O-:49][C:50]([CH3:51])=[O:52].[P:36]([O-:37])([O-:38])([O-:39])=[O:40].[Pd+2:44]>>[CH2:1]1[C:2]([n:17]2[c:16]([CH3:15])[c:24]([CH3:25])[c:23]3[c:18]2[cH:19][cH:20][cH:21][cH:22]3)=[CH:3][c:4]2[cH:5][cH:6][cH:7][cH:8][c:9]21.